This data is from the Open Reaction Database (ORD), a public repository of structured organic reaction records. The task is: describe an organic reaction: reactants, conditions, products, and yield The reactants are C1(CC1)C(=O)NC1=CC=C(C=C1)S (4-cyclopropanecarboxamido-thiophenol), ClC1=NC(=C(C(=N1)C(=O)OC)[N+](=O)[O-])Cl (Methyl 2,6-dichloro-5-nitro-4-pyrimidine carboxylate), N1=C(C=CC=C1C)C (2,6-lutidine), NC1=NNC(=C1)C (3-amino-5-methyl-pyrazol). Run in O1CCOCC1 (dioxane), C(C)(=O)OCC (ethyl acetate). Reaction conditions: time 0.5 hour. The product is C1(CC1)C(=O)NC1=CC=C(C=C1)SC1=NC(=C(C(=N1)C(=O)OC)[N+](=O)[O-])NC1=NNC(=C1)C (Methyl 2-(4-cyclopropanecarboxamido-phenylsulfanyl)-5-nitro-6-(5-methylpyrazol-3-ylamino)-4-pyrimidinecarboxylate). Yield: 68.0%. Reaction SMILES: Cl[C:2]1[N:7]=[C:6]([C:8]([O:10][CH3:11])=[O:9])[C:5]([N+:12]([O-:14])=[O:13])=[C:4](Cl)[N:3]=1.N1C(C)=CC=CC=1C.[NH2:24][C:25]1[CH:29]=[C:28]([CH3:30])[NH:27][N:26]=1.[CH:31]1([C:34]([NH:36][C:37]2[CH:42]=[CH:41][C:40]([SH:43])=[CH:39][CH:38]=2)=[O:35])[CH2:33][CH2:32]1>O1CCOCC1.C(OCC)(=O)C>[CH:31]1([C:34]([NH:36][C:37]2[CH:38]=[CH:39][C:40]([S:43][C:2]3[N:7]=[C:6]([C:8]([O:10][CH3:11])=[O:9])[C:5]([N+:12]([O-:14])=[O:13])=[C:4]([NH:24][C:25]4[CH:29]=[C:28]([CH3:30])[NH:27][N:26]=4)[N:3]=3)=[CH:41][CH:42]=2)=[O:35])[CH2:32][CH2:33]1. Reported procedure: To compound 3 (1.00 g, 3.76 mmol, 1 equiv) and 2,6-lutidine (1.31 mL, 11.25 mmol, 3 equiv) in dioxane (5 mL) at room temperature was added 3-amino-5-methyl-pyrazol (0.38 g, 3.95 mmol, 1.05 equiv, in 5 mL dioxane) drop wise. After stirring at room temperature for 0.5 hr, 4-cyclopropanecarboxamido-thiophenol (0.87 g, 4.5 mmol, 1.2 equiv) was added. The reaction was stirred at room temperature for overnight. The mixture was diluted with ethyl acetate and washed with 1 N HCl (50 mL) and saturated Na... The reactants are C1CCOC1, CC(O)c1cc2ccncc2[nH]1. The product is CC(=O)c1cc2ccncc2[nH]1. Reaction SMILES: [CH2:13]1[O:14][CH2:15][CH2:16][CH2:17]1.[nH:1]1[c:2]([CH:10]([CH3:11])[OH:12])[cH:3][c:4]2[c:5]1[cH:6][n:7][cH:8][cH:9]2>>[nH:1]1[c:2]([C:10]([CH3:11])=[O:12])[cH:3][c:4]2[c:5]1[cH:6][n:7][cH:8][cH:9]2. Reactants: CCO, O=[N+]([O-])c1cccc(OCCCl)c1, [H][H]. The product is Nc1cccc(OCCCl)c1. RXN SMILES: [CH3:16][CH2:17][OH:18].[Cl:1][CH2:2][CH2:3][O:4][c:5]1[cH:6][c:7]([N+:11]([O-:12])=[O:13])[cH:8][cH:9][cH:10]1.[H:14][H:15]>>[Cl:1][CH2:2][CH2:3][O:4][c:5]1[cH:6][c:7]([NH2:11])[cH:8][cH:9][cH:10]1.